This data is from the Open Reaction Database (ORD), a public repository of structured organic reaction records. The task is: describe an organic reaction: reactants, conditions, products, and yield The reactants are COC1=C2COC(C2=CC=C1)=O (4-methoxyisobenzofuran-1(3H)-one), BrN1C(CCC1=O)=O (1-bromopyrrolidine-2,5-dione), N(=N\C(C#N)(C)C)/C(C#N)(C)C ((E)-2,2′-(diazene-1,2-diyl)bis(2-methylpropanenitrile)). Solvent: C(Cl)(Cl)(Cl)Cl (carbon tetrachloride). Run at temperature 80 celsius, time 8 hour. The product is BrC1OC(C2=CC=CC(=C12)OC)=O (3-bromo-4-methoxyisobenzofuran-1(3H)-one). The yield is 66.9%. RXN SMILES: [CH3:1][O:2][C:3]1[CH:11]=[CH:10][CH:9]=[C:8]2[C:4]=1[CH2:5][O:6][C:7]2=[O:12].[Br:13]N1C(=O)CCC1=O.N(/C(C)(C)C#N)=N\C(C)(C)C#N>C(Cl)(Cl)(Cl)Cl>[Br:13][CH:5]1[C:4]2[C:8](=[CH:9][CH:10]=[CH:11][C:3]=2[O:2][CH3:1])[C:7](=[O:12])[O:6]1. Reported procedure: 4-methoxyisobenzofuran-1(3H)-one (121) (3.18 g, 19.37 mmol) and 1-bromopyrrolidine-2,5-dione (3.62 g, 20.34 mmol) were dissolved in carbon tetrachloride (40 mL) and heated reflux. (E)-2,2′-(diazene-1,2-diyl)bis(2-methylpropanenitrile) (0.318 g, 1.94 mmol) was added and the reaction stirred overnight at 80° C. The reaction was allowed to cool and filtered. The solvent removed to afford the desired material as a orange solid (3.15 g, 66.9%), which was used without further purification; 1H NMR (400... Starting materials: C(C1=CC=CO1)N (Furfuryl amine), C(COCCOCCOC(=O)O)(=O)O (3,6,9-trioxadecanedioic acid), C=1(C(=CC=CC1)C)C (xylene). Reaction conditions: temperature 180 celsius. The product is C(C1=CC=CO1)[N-]CC1=CC=CO1.CCOCCOCCOC (3,6,9-trioxadecane difurfurylamide). The yield is 87.0%. As a reaction SMILES: [CH2:1]([NH2:7])[C:2]1[O:6][CH:5]=[CH:4][CH:3]=1.[C:8](O)(=O)[CH2:9][O:10][CH2:11][CH2:12][O:13][CH2:14][CH2:15][O:16][C:17](O)=O.[C:22]1(C)C(C)=CC=CC=1>>[CH2:1]([N-:7][CH2:22][C:14]1[O:13][CH:12]=[CH:11][CH:15]=1)[C:2]1[O:6][CH:5]=[CH:4][CH:3]=1.[CH3:8][CH2:9][O:10][CH2:11][CH2:12][O:13][CH2:14][CH2:15][O:16][CH3:17] |f:3.4|. Reported procedure: Furfuryl amine (19.9 grams) and 3,6,9-trioxadecanedioic acid (obtained from Hoechst Celanese Company, 22.6 grams) were added to xylene (130 milliliters) in a 500 milliliter flask fitted with condenser, Dean Stark water removal trap, overhead stirrer and oil bath heated to about 180° C. The mixture was stirred under reflux for 2.3 hours, during which time 3.45 milliliters of water were collected in the Dean Stark trap (94 percent). The mixture was cooled to room temperature with stirring, and the... Starting materials: CC(C)N1CCN(CC1)CC(=O)N1CCC2=CC(=C(C=C12)[N+](=O)[O-])OC (1-{[4-(1-methylethyl)-1-piperazinyl]acetyl}-5-(methyloxy)-6-nitro-2,3-dihydro-1H-indole), O.O.[Sn](Cl)Cl (tin(II)chloride dihydrate), Cl (HCl). Run in C(C)O (ethanol), CC(=O)N(C)C (DMA). Conditions: time 8 hour. Product: CC(C)N1CCN(CC1)CC(=O)N1CCC2=CC(=C(C=C12)N)OC (1-{[4-(1-methylethyl)-1-piperazinyl]acetyl}-5-(methyloxy)-2,3-dihydro-1H-indol-6-amine). RXN SMILES: [CH3:1][CH:2]([N:4]1[CH2:9][CH2:8][N:7]([CH2:10][C:11]([N:13]2[C:21]3[C:16](=[CH:17][C:18]([O:25][CH3:26])=[C:19]([N+:22]([O-])=O)[CH:20]=3)[CH2:15][CH2:14]2)=[O:12])[CH2:6][CH2:5]1)[CH3:3].O.O.[Sn](Cl)Cl.Cl>C(O)C.CC(N(C)C)=O>[CH3:3][CH:2]([N:4]1[CH2:9][CH2:8][N:7]([CH2:10][C:11]([N:13]2[C:21]3[C:16](=[CH:17][C:18]([O:25][CH3:26])=[C:19]([NH2:22])[CH:20]=3)[CH2:15][CH2:14]2)=[O:12])[CH2:6][CH2:5]1)[CH3:1] |f:1.2.3|. Procedure: To a solution of 1-{[4-(1-methylethyl)-1-piperazinyl]acetyl}-5-(methyloxy)-6-nitro-2,3-dihydro-1H-indole (0.60 g, 1.66 mmol) in absolute ethanol (100 mL) and DMA (20 mL) was added tin(II)chloride dihydrate (2.24 g, 9.93 mmols) and 1M HCl(1.0 mL). After overnight stirring, reaction was quenched with excess saturated NaHCO3 solution, stirred for one hr, and filtered through celite which was rinsed with methanol. After organic solvent removal, the aqueous layer was extracted with dichloromethane (2... Starting materials: C(#N)CCC=1CS[C@H]2N(C1C(=O)OC(C1=CC=CC=C1)C1=CC=CC=C1)C([C@H]2NC(CC=2SC=CC2)=O)=O (diphenylmethyl 3-(2-cyanoethyl)-7β-(2-thienylacetamido)ceph-3-em-4-carboxylate), FC(C(=O)O)(F)F (trifluoroacetic acid). Solvent: C1(=CC=CC=C1)OC (anisole). Yields the product C(#N)CCC=1CS[C@H]2N(C1C(=O)O)C([C@H]2NC(CC=2SC=CC2)=O)=O (3-(2-Cyanoethyl)-7β-(2-thienylacetamido)ceph-3-em-4-carboxylic acid). Reaction SMILES: [C:1]([CH2:3][CH2:4][C:5]1[CH2:6][S:7][C@@H:8]2[C@H:28]([NH:29][C:30](=[O:37])[CH2:31][C:32]3[S:33][CH:34]=[CH:35][CH:36]=3)[C:27](=[O:38])[N:9]2[C:10]=1[C:11]([O:13]C(C1C=CC=CC=1)C1C=CC=CC=1)=[O:12])#[N:2].FC(F)(F)C(O)=O>C1(OC)C=CC=CC=1>[C:1]([CH2:3][CH2:4][C:5]1[CH2:6][S:7][C@@H:8]2[C@H:28]([NH:29][C:30](=[O:37])[CH2:31][C:32]3[S:33][CH:34]=[CH:35][CH:36]=3)[C:27](=[O:38])[N:9]2[C:10]=1[C:11]([OH:13])=[O:12])#[N:2]. Procedure: A solution of diphenylmethyl 3-(2-cyanoethyl)-7β-(2-thienylacetamido)ceph-3-em-4-carboxylate (1g.) in anisole (1 ml.) was treated with trifluoroacetic acid (4 ml.). After 5 minutes at 23° the solvents were removed in vacuo and the residue was partitioned between ethyl acetate and dilute aqueous sodium bicarbonate solution. The alkaline phase was washed thoroughly with ethyl acetate, then taken to pH2 with 2N-hydrochloric acid. The acidic mixture was extracted with ethyl acetate and the organic e... The reactants are C1CCOC1, CCOC(C)=O, Cc1cc(C#N)cc(COC(=O)C(F)(F)F)n1, [Na+], O=C([O-])O. Product: Cc1cc(C#N)cc(CO)n1. RXN SMILES: [CH2:29]1[O:30][CH2:31][CH2:32][CH2:33]1.[CH3:23][CH2:24][O:25][C:26]([CH3:27])=[O:28].[F:1][C:2]([F:3])([F:4])[C:16]([O:5][CH2:6][c:7]1[n:8][c:9]([CH3:15])[cH:10][c:11]([C:13]#[N:14])[cH:12]1)=[O:17].[Na+:22].[O-:18][C:19]([OH:20])=[O:21]>>[OH:5][CH2:6][c:7]1[n:8][c:9]([CH3:15])[cH:10][c:11]([C:13]#[N:14])[cH:12]1. Starting materials: CN1C(N(C2=C(C1=O)C=C(N2)C2=C(C=CC(=C2)S(=O)(=O)N2CCN(CC2)C)OCCC)CCC)=O (3-Methyl-6-[5-(4-methylpiperazine-1-sulfonyl)-2-propoxyphenyl]-1-propyl-1,7-dihydropyrrolo[2,3-d]pyrimidine-2,4-dione), N,N-dimethylmethyleneiminium iodide. The solvent is ClCCl (dichloromethane). Reaction conditions: time 8 hour. Yields the product CN(C)CC1=C(NC=2N(C(N(C(C21)=O)C)=O)CCC)C2=C(C=CC(=C2)S(=O)(=O)N2CCN(CC2)C)OCCC (5-Dimethylaminomethyl-3-methyl-6-[5-(4-methylpiperazine-1-sulfonyl)-2-propoxyphenyl]-1-propyl-1,7-dihydropyrrolo[2,3-d]pyrimidine-2,4-dione). The yield is 190.2%. RXN SMILES: [CH3:1][N:2]1[C:7](=[O:8])[C:6]2[CH:9]=[C:10]([C:12]3[CH:17]=[C:16]([S:18]([N:21]4[CH2:26][CH2:25][N:24]([CH3:27])[CH2:23][CH2:22]4)(=[O:20])=[O:19])[CH:15]=[CH:14][C:13]=3[O:28][CH2:29][CH2:30][CH3:31])[NH:11][C:5]=2[N:4]([CH2:32][CH2:33][CH3:34])[C:3]1=[O:35]>ClCCl>[CH3:1][N:2]([CH2:7][C:9]1[C:6]2[C:7](=[O:8])[N:2]([CH3:1])[C:3](=[O:35])[N:4]([CH2:32][CH2:33][CH3:34])[C:5]=2[NH:11][C:10]=1[C:12]1[CH:17]=[C:16]([S:18]([N:21]2[CH2:22][CH2:23][N:24]([CH3:27])[CH2:25][CH2:26]2)(=[O:20])=[O:19])[CH:15]=[CH:14][C:13]=1[O:28][CH2:29][CH2:30][CH3:31])[CH3:3]. Procedure: A mixture of the title compound of Example 89 (30 mg, 0.06 mmol) and N,N-dimethylmethyleneiminium iodide (57 mg, 0.23 mmol) in anhydrous dichloromethane was stirred at room temperature overnight. The reaction mixture was purified by solid phase extraction using a Varian Bond Elut SCX cartridge (methanol for washing, methanol-ammonia for elution) to yield the title compound (32 mg, 95%). Starting materials: O=C([O-])[O-], N#Cc1ccc(I)cc1OCc1ccccc1, CN(C)C=O, CCOC(C)=O, [Cu], [I-], [K+], [K+], [K+], O=C1NCCO1. Yields the product N#Cc1ccc(N2CCOC2=O)cc1OCc1ccccc1. RXN SMILES: [C:24](=[O:25])([O-:26])[O-:27].[CH2:1]([c:2]1[cH:3][cH:4][cH:5][cH:6][cH:7]1)[O:8][c:9]1[c:10]([C:11]#[N:12])[cH:13][cH:14][c:15]([I:17])[cH:16]1.[CH3:32][N:33]([CH3:34])[CH:35]=[O:36].[CH3:37][CH2:38][O:39][C:40](=[O:41])[CH3:42].[Cu:43].[I-:31].[K+:28].[K+:29].[K+:30].[O:18]1[C:19](=[O:23])[NH:20][CH2:21][CH2:22]1>>[CH2:1]([c:2]1[cH:3][cH:4][cH:5][cH:6][cH:7]1)[O:8][c:9]1[c:10]([C:11]#[N:12])[cH:13][cH:14][c:15]([N:20]2[C:19](=[O:23])[O:18][CH2:22][CH2:21]2)[cH:16]1. The reactants are C([O-])([O-])=O.[Na+].[Na+] (sodium carbonate), ClCCl (dichloromethane), COC1=NC=CC=C1B(O)O (2-methoxy-3-pyridineboronic acid), C(C)(=O)O[C@H]1[C@H](OC=2C=NC(=CC2)Br)SC[C@H]([C@@H]1OC(C)=O)OC(C)=O (6-bromo-3-pyridinyl 2,3,4-tri-O-acetyl-5-thio-β-D-xylopyranoside), IV. Run in O (water), O (water), COCCOC (DME). The product is C(C)(=O)O[C@H]1[C@H](OC=2C=NC(=CC2)C=2C(=NC=CC2)OC)SC[C@H]([C@@H]1OC(C)=O)OC(C)=O (6-(2-Methoxy-3-pyridinyl)-3-pyridinyl 2,3,4-tri-O-acetyl-5-thio-β-D-xylo-pyranoside). Yield: 70.0%. Reaction SMILES: C(=O)([O-])[O-].[Na+].[Na+].ClCCl.[CH3:10][O:11][C:12]1[C:17](B(O)O)=[CH:16][CH:15]=[CH:14][N:13]=1.[C:21]([O:24][C@@H:25]1[C@@H:38]([O:39][C:40](=[O:42])[CH3:41])[C@H:37]([O:43][C:44](=[O:46])[CH3:45])[CH2:36][S:35][C@H:26]1[O:27][C:28]1[CH:29]=[N:30][C:31](Br)=[CH:32][CH:33]=1)(=[O:23])[CH3:22]>O.COCCOC>[C:21]([O:24][C@@H:25]1[C@@H:38]([O:39][C:40](=[O:42])[CH3:41])[C@H:37]([O:43][C:44](=[O:46])[CH3:45])[CH2:36][S:35][C@H:26]1[O:27][C:28]1[CH:29]=[N:30][C:31]([C:17]2[C:12]([O:11][CH3:10])=[N:13][CH:14]=[CH:15][CH:16]=2)=[CH:32][CH:33]=1)(=[O:23])[CH3:22] |f:0.1.2|. Procedure: A solution of 0.354 g (3.34 mM) of sodium carbonate in 3 ml of water, 0.18 g (0.223 mM) of the [1,1′-bis(diphenylphosphino)ferrocene]dichloropalladium(II) complex with dichloromethane and 0.68 g (4.46 mM) of 2-methoxy-3-pyridineboronic acid are added to a solution of 1 g (2.23 mM) of 6-bromo-3-pyridinyl 2,3,4-tri-O-acetyl-5-thio-β-D-xylopyranoside, obtained according to preparation IV, in 10 ml of DME. The reaction mixture is heated using microwave radiation at 120° C. for 20 minutes and cooled,...